This data is from the Open Reaction Database (ORD), a public repository of structured organic reaction records. The task is: describe an organic reaction: reactants, conditions, products, and yield Starting materials: C(C)(C)OC(C1=C(C=CC=C1)C1=NC=C(C=C1)C(F)(F)F)=O (2-(5-Trifluoromethyl-pyridin-2-yl)-benzoic acid isopropyl ester), O.[OH-].[Li+] (lithium hydroxide monohydrate). The solvent is O1C(CCC1)CO.O (tetrahydrofuran-methanol water). Run at time 3 hour. Product: FC(C=1C=CC(=NC1)C1=C(C(=O)O)C=CC=C1)(F)F (2-(5-Trifluoromethyl-pyridin-2-yl)-benzoic acid). RXN SMILES: C([O:4][C:5](=[O:22])[C:6]1[CH:11]=[CH:10][CH:9]=[CH:8][C:7]=1[C:12]1[CH:17]=[CH:16][C:15]([C:18]([F:21])([F:20])[F:19])=[CH:14][N:13]=1)(C)C.O.[OH-].[Li+]>O1CCCC1CO.O>[F:20][C:18]([F:19])([F:21])[C:15]1[CH:16]=[CH:17][C:12]([C:7]2[CH:8]=[CH:9][CH:10]=[CH:11][C:6]=2[C:5]([OH:22])=[O:4])=[N:13][CH:14]=1 |f:1.2.3,4.5|. Reported procedure: 2-(5-Trifluoromethyl-pyridin-2-yl)-benzoic acid isopropyl ester was dissolved in 10 ml of a 3:1:1 mixture of tetrahydrofuran-methanol-water, and lithium hydroxide monohydrate (161 mg, 3.84 mmol) was added. After stirring for 3 h at room temperature, the volatiles were removed under vacuum and 5 ml of water were added to the mixture, which was brought to pH 6 with 1N HCl. The resulting slurry was extracted with ethyl acetate, the combined organic layers were dried (magnesium sulfate), filtered an... RXN SMILES: Cl[CH:2]1[C:8](=[O:9])[NH:7][C:6]2[CH:10]=[CH:11][CH:12]=[CH:13][C:5]=2[N:4]([CH3:14])[CH2:3]1.[C:15]1(=[O:25])[NH:19][C:18](=[O:20])[C:17]2=[CH:21][CH:22]=[CH:23][CH:24]=[C:16]12.[K]>O>[C:15]1(=[O:25])[N:19]([CH:2]2[C:8](=[O:9])[NH:7][C:6]3[CH:10]=[CH:11][CH:12]=[CH:13][C:5]=3[N:4]([CH3:14])[CH2:3]2)[C:18](=[O:20])[C:17]2=[CH:21][CH:22]=[CH:23][CH:24]=[C:16]12 |f:1.2,^1:25|. The reactants are ClC1CN(C2=C(NC1=O)C=CC=C2)C (3-chloro-5-methyl-1,3,4,5-tetrahydro-1,5-benzodiazepin-2-one), C1(C=2C(C(N1)=O)=CC=CC2)=O.[K] (potassium phthalimide). Procedure details: A mixture of 1.05 g of 3-chloro-5-methyl-1,3,4,5-tetrahydro-1,5-benzodiazepin-2-one and 1.0 of potassium phthalimide is warmed to 90° overnight. The reaction mixture is poured into 20 ml of water and stirring is continued for 1 hr. Isolation and drying affords 3-phthalimido-5-methyl-1,3,4,5-tetrahydro-1,5-benzodiazepin-2-one. Reaction conditions: time 1 hour. Solvent: O (water). Product: C1(C=2C(C(N1C1CN(C3=C(NC1=O)C=CC=C3)C)=O)=CC=CC2)=O (3-phthalimido-5-methyl-1,3,4,5-tetrahydro-1,5-benzodiazepin-2-one). The reactants are FC1=NC(=CC=C1)F (2,6-difluoropyridine), ClC(=O)OC (methyl chloroformate), O (water), C(C)(C)[N-]C(C)C.[Li+] (lithium diisopropylamide). The solvent is O1CCCC1 (tetrahydrofuran), O1CCCC1 (tetrahydrofuran), O1CCCC1 (tetrahydrofuran). Conditions: time 3 hour. Yields the product FC1=NC(=CC=C1C(=O)OC)F (2,6-Difluoro-3-pyridinecarboxylic acid, methyl ester). Isolated yield 43.2%. As a reaction SMILES: C([N-]C(C)C)(C)C.[Li+].[F:9][C:10]1[CH:15]=[CH:14][CH:13]=[C:12]([F:16])[N:11]=1.Cl[C:18]([O:20][CH3:21])=[O:19].O>O1CCCC1>[F:9][C:10]1[C:15]([C:18]([O:20][CH3:21])=[O:19])=[CH:14][CH:13]=[C:12]([F:16])[N:11]=1 |f:0.1|. Reported procedure: To a stirred solution of 91 ml (0.182 mol) of 2.0 molar lithium diisopropylamide (in hexanes) in 200 mL dry tetrahydrofuran cooled to -70° under nitrogen was added dropwise a solution of 20.0 g of 2,6-difluoropyridine (0.174 mol) in 75 mL dry tetrahydrofuran such that the temperature was maintained below -60°. The solution was stirred at -70° for 3 hours and was then added via a cannula to a solution 21.7 g (0.230 mol) of methyl chloroformate in 100 mL dry tetrahydrofuran cooled to -70° under ni... RXN SMILES: [CH3:1][C:2]1[C:10]([CH3:11])=[CH:9][CH:8]=[CH:7][C:3]=1[C:4]([OH:6])=O.[CH3:12][N:13]1[CH2:18][CH2:17][C:16]([CH2:25][NH2:26])([C:19]2[CH:24]=[CH:23][CH:22]=[CH:21][CH:20]=2)[CH2:15][CH2:14]1>>[CH3:1][C:2]1[C:10]([CH3:11])=[CH:9][CH:8]=[CH:7][C:3]=1[C:4]([NH:26][CH2:25][C:16]1([C:19]2[CH:24]=[CH:23][CH:22]=[CH:21][CH:20]=2)[CH2:15][CH2:14][N:13]([CH3:12])[CH2:18][CH2:17]1)=[O:6]. Reactants: CC1=C(C(=O)O)C=CC=C1C (2,3-dimethylbenzoic acid), CN1CCC(CC1)(C1=CC=CC=C1)CN (C-(1-methyl-4-phenyl-piperidin-4-yl)-methylamine), ( MH30 ). Reported procedure: From 2,3-dimethylbenzoic acid and C-(1-methyl-4-phenyl-piperidin-4-yl)-methylamine. LCMS (MH30 ) m/z=337.0, tR (minutes, Method A)=0.65 Product: CC1=C(C(=O)NCC2(CCN(CC2)C)C2=CC=CC=C2)C=CC=C1C (2,3-Dimethyl-N-(1-methyl-4-phenyl-piperidin-4-ylmethyl)-benzamide). Reactants: COC(=O)C=1N=C(C=2C(N(C=CC2C1O)CC1=CC=CC=C1)=O)C#N (7-benzyl-1-cyano-4-hydroxy-8-oxo-7,8-dihydro-[2,7]naphthyridine-3-carboxylic acid methyl ester), N1(CCOCC1)CCN (2-morpholin-4-yl-ethylamine), CC(=O)O (AcOH), O (water). The solvent is CCO (EtOH). The product is N1(CCOCC1)CCNC(=O)C=1N=C(C=2C(N(C=CC2C1O)CC1=CC=CC=C1)=O)C#N (7-Benzyl-1-cyano-4-hydroxy-8-oxo-7,8-dihydro-[2,7]naphthyridine-3-carboxylic acid (2-morpholin-4-yl-ethyl)-amide). The yield is 55.4%. RXN SMILES: CO[C:3]([C:5]1[N:6]=[C:7]([C:24]#[N:25])[C:8]2[C:9](=[O:23])[N:10]([CH2:16][C:17]3[CH:22]=[CH:21][CH:20]=[CH:19][CH:18]=3)[CH:11]=[CH:12][C:13]=2[C:14]=1[OH:15])=[O:4].[N:26]1([CH2:32][CH2:33][NH2:34])[CH2:31][CH2:30][O:29][CH2:28][CH2:27]1.CC(O)=O.O>CCO>[N:26]1([CH2:32][CH2:33][NH:34][C:3]([C:5]2[N:6]=[C:7]([C:24]#[N:25])[C:8]3[C:9](=[O:23])[N:10]([CH2:16][C:17]4[CH:18]=[CH:19][CH:20]=[CH:21][CH:22]=4)[CH:11]=[CH:12][C:13]=3[C:14]=2[OH:15])=[O:4])[CH2:31][CH2:30][O:29][CH2:28][CH2:27]1. Reported procedure: A mixture of 7-benzyl-1-cyano-4-hydroxy-8-oxo-7,8-dihydro-[2,7]naphthyridine-3-carboxylic acid methyl ester (25 mg, 0.075 mmol) and 2-morpholin-4-yl-ethylamine (0.034 mL, 0.26 mmol) in EtOH (2 mL) was refluxed for 16 h. After the mixture was cooled to r.t., AcOH (0.1 mL) and water (5 mL) were added. The resulting mixture was extracted with EtOAc, and the organic layer was dried over MgSO4 and concentrated. The crude product was purified by chromatography (0-10% MeOH/CH2Cl2) to give 18 mg of the ...